Dataset: the Open Reaction Database (ORD), a public repository of structured organic reaction records. Task: describe an organic reaction: reactants, conditions, products, and yield Starting materials: ClCc1ccccc1, Cl, CSCCC(N)(C(=O)O)C(F)F. The product is NC(CCSCc1ccccc1)(C(=O)O)C(F)F. RXN SMILES: [CH2:14]([c:15]1[cH:16][cH:17][cH:18][cH:19][cH:20]1)[Cl:21].[ClH:13].[F:1][CH:2]([C:3]([NH2:4])([CH2:5][CH2:6][S:7][CH3:8])[C:9](=[O:10])[OH:11])[F:12]>>[F:1][CH:2]([C:3]([NH2:4])([CH2:5][CH2:6][S:7][CH2:8][c:15]1[cH:16][cH:17][cH:18][cH:19][cH:20]1)[C:9](=[O:10])[OH:11])[F:12]. The reactants are HCO3, C(C)(C)(C)OC(=O)N(C=1N=CC(=NC1C=1OC(=NN1)C=1SC=CC1C)C1=C(C=C(C(=O)N2CCN(CCC2)C(=O)OC(C)(C)C)C=C1)C#N)C(=O)OC(C)(C)C (tert-Butyl 4-[4-[5-[bis(tert-butoxycarbonyl)amino]-6-[5-(3-methyl-2-thienyl)-1,3,4-oxadiazol-2-yl]pyrazin-2-yl]-3-cyano-benzoyl]-1,4-diazepane-1-carboxylate), C(=O)(C(F)(F)F)O (TFA), C(=O)(C(F)(F)F)O (TFA). Solvent: C(C)#N (acetonitrile), CO (methanol), C(Cl)Cl (CH2Cl2). Reaction conditions: time 3.5 hour. Product: NC=1N=CC(=NC1C=1OC(=NN1)C=1SC=CC1C)C1=C(C#N)C=C(C=C1)C(=O)N1CCNCCC1 (2-[5-amino-6-[5-(3-methyl-2-thienyl)-1,3,4-oxadiazol-2-yl]pyrazin-2-yl]-5-(1,4-diazepane-1-carbonyl)benzonitrile). Yield: 43.8%. As a reaction SMILES: C(OC([N:8](C(OC(C)(C)C)=O)[C:9]1[N:10]=[CH:11][C:12]([C:26]2[CH:47]=[CH:46][C:29]([C:30]([N:32]3[CH2:38][CH2:37][CH2:36][N:35](C(OC(C)(C)C)=O)[CH2:34][CH2:33]3)=[O:31])=[CH:28][C:27]=2[C:48]#[N:49])=[N:13][C:14]=1[C:15]1[O:16][C:17]([C:20]2[S:21][CH:22]=[CH:23][C:24]=2[CH3:25])=[N:18][N:19]=1)=O)(C)(C)C.C(O)(C(F)(F)F)=O>C(Cl)Cl.C(#N)C.CO>[NH2:8][C:9]1[N:10]=[CH:11][C:12]([C:26]2[CH:47]=[CH:46][C:29]([C:30]([N:32]3[CH2:38][CH2:37][CH2:36][NH:35][CH2:34][CH2:33]3)=[O:31])=[CH:28][C:27]=2[C:48]#[N:49])=[N:13][C:14]=1[C:15]1[O:16][C:17]([C:20]2[S:21][CH:22]=[CH:23][C:24]=2[CH3:25])=[N:18][N:19]=1. Reported procedure: tert-Butyl 4-[4-[5-[bis(tert-butoxycarbonyl)amino]-6-[5-(3-methyl-2-thienyl)-1,3,4-oxadiazol-2-yl]pyrazin-2-yl]-3-cyano-benzoyl]-1,4-diazepane-1-carboxylate (9.9 g, 11.32 mmol) was dissolved in anhydrous CH2Cl2 (100 mL) at room temperature and TFA (10 mL, 129.8 mmol) added. Additional TFA (10 mL, 129.8 mmol) was added and the reaction mixture stirred at room temperature for 3.5 h and then concentrated in vacuo. The material was dissolved in a mixture of acetonitrile and methanol (10; 1 mixture) ... Reactants: O=[N+]([O-])c1cnccc1Cl, [K+], [K+], O=C([O-])[O-], CN(C)C=O, O, Oc1cccc2ccccc12. Yields the product O=[N+]([O-])c1cnccc1Oc1cccc2ccccc12. RXN SMILES: [Cl:18][c:19]1[c:20]([N+:25](=[O:26])[O-:27])[cH:21][n:22][cH:23][cH:24]1.[K+:12].[K+:13].[O-:14][C:15]([O-:16])=[O:17].[O:29]=[CH:30][N:31]([CH3:32])[CH3:33].[OH2:28].[OH:1][c:2]1[cH:3][cH:4][cH:5][c:6]2[cH:7][cH:8][cH:9][cH:10][c:11]12>>[O:1]([c:2]1[cH:3][cH:4][cH:5][c:6]2[cH:7][cH:8][cH:9][cH:10][c:11]12)[c:19]1[c:20]([N+:25](=[O:26])[O-:27])[cH:21][n:22][cH:23][cH:24]1. The reactants are CN(C)C=O, O=[N+]([O-])c1ccc(CCl)c(Cl)c1, N#CC(C#N)CCC(F)(F)F, [H-], [Na+]. Product: N#CC(C#N)(CCC(F)(F)F)Cc1ccc([N+](=O)[O-])cc1Cl. Reaction SMILES: [CH3:26][N:27]([CH3:28])[CH:29]=[O:30].[Cl:1][c:2]1[c:3]([CH2:4][Cl:5])[cH:6][cH:7][c:8]([N+:10](=[O:11])[O-:12])[cH:9]1.[F:15][C:16]([CH2:17][CH2:18][CH:19]([C:20]#[N:21])[C:22]#[N:23])([F:24])[F:25].[H-:13].[Na+:14]>>[Cl:1][c:2]1[c:3]([CH2:4][C:19]([CH2:18][CH2:17][C:16]([F:15])([F:24])[F:25])([C:20]#[N:21])[C:22]#[N:23])[cH:6][cH:7][c:8]([N+:10](=[O:11])[O-:12])[cH:9]1. Starting materials: CCOCC, CC(C)=O, O=C(O)CCCl, ClC(Cl)Cl, c1ccc(P(c2ccccc2)c2ccccc2)cc1. Yields the product O=C(O)CC[P+](c1ccccc1)(c1ccccc1)c1ccccc1, [Cl-]. Reaction SMILES: [CH3:26][CH2:27][O:28][CH2:29][CH3:30].[CH3:31][C:32](=[O:33])[CH3:34].[Cl:1][CH2:2][CH2:3][C:4](=[O:5])[OH:6].[Cl:35][CH:36]([Cl:37])[Cl:38].[c:7]1([P:13]([c:14]2[cH:15][cH:16][cH:17][cH:18][cH:19]2)[c:20]2[cH:21][cH:22][cH:23][cH:24][cH:25]2)[cH:8][cH:9][cH:10][cH:11][cH:12]1>>[CH2:2]([CH2:3][C:4](=[O:5])[OH:6])[P+:13]([c:7]1[cH:8][cH:9][cH:10][cH:11][cH:12]1)([c:14]1[cH:15][cH:16][cH:17][cH:18][cH:19]1)[c:20]1[cH:21][cH:22][cH:23][cH:24][cH:25]1.[Cl-:1]. Reactants: Cc1nc(C)c(Br)s1, Cc1ccc(CCN)cc1. Yields the product Cc1ccc(CCNc2sc(C)nc2C)cc1. Reaction SMILES: [Br:1][c:2]1[c:3]([CH3:8])[n:4][c:5]([CH3:7])[s:6]1.[c:9]1([CH3:18])[cH:10][cH:11][c:12]([CH2:15][CH2:16][NH2:17])[cH:13][cH:14]1>>[c:2]1([NH:17][CH2:16][CH2:15][c:12]2[cH:11][cH:10][c:9]([CH3:18])[cH:14][cH:13]2)[c:3]([CH3:8])[n:4][c:5]([CH3:7])[s:6]1. Reactants: CO, Clc1cc(Cl)ncn1. The product is COc1cc(Cl)ncn1. Reaction SMILES: [CH3:9][OH:10].[Cl:1][c:2]1[n:3][cH:4][n:5][c:6]([Cl:8])[cH:7]1>>[Cl:1][c:2]1[n:3][cH:4][n:5][c:6]([O:10][CH3:9])[cH:7]1.